From a dataset of the Open Reaction Database (ORD), a public repository of structured organic reaction records. describe an organic reaction: reactants, conditions, products, and yield Reactants: [OH-].[Na+] (sodium hydroxide), C(C)(=O)OCC1=C(C=C(C=C1)C(F)(F)F)[N+](=O)[O-] (2-nitro-4-trifluoromethylbenzyl acetate), P(=O)([O-])([O-])[O-].[Na+].[Na+].[Na+] (sodium phosphate). Run in CO (methanol). The product is [N+](=O)([O-])C1=C(C=CC(=C1)C(F)(F)F)CO ((2-nitro-4-trifluoromethylphenyl)methanol). Yield: 100.9%. As a reaction SMILES: [OH-].[Na+].C([O:6][CH2:7][C:8]1[CH:13]=[CH:12][C:11]([C:14]([F:17])([F:16])[F:15])=[CH:10][C:9]=1[N+:18]([O-:20])=[O:19])(=O)C.P([O-])([O-])([O-])=O.[Na+].[Na+].[Na+]>CO>[N+:18]([C:9]1[CH:10]=[C:11]([C:14]([F:15])([F:16])[F:17])[CH:12]=[CH:13][C:8]=1[CH2:7][OH:6])([O-:20])=[O:19] |f:0.1,3.4.5.6|. Procedure details: 1.9 cm3 (1.9 mmol) of a 1M aqueous sodium hydroxide solution are added, at a temperature in the region of 20° C., to 0.5 g (1.9 mmol) of 2-nitro-4-trifluoromethylbenzyl acetate in solution in 50 cm3 of methanol. After stirring for 2 hours at a temperature in the region of 20° C., 20 cm3 of a saturated aqueous sodium phosphate solution are added and the mixture is then extracted with 3 times 50 cm3 of dichloromethane. The organic phases are combined, washed with 50 cm3 of a saturated aqueous sodi...